From a dataset of the Open Reaction Database (ORD), a public repository of structured organic reaction records. describe an organic reaction: reactants, conditions, products, and yield Starting materials: Cl (hydrochloric acid), [OH-].[Na+] (sodium hydroxide), C1(=CC=C(C=C1)S(=O)(=O)OCCC(CCCC)C(F)(F)F)C (3-trifluorometylheptyl p-toluenesulfonate), C1(O)=CC=C(O)C=C1 (hydroquinone). The solvent is O (water), C(CCC)O (butanol), C(CCC)O (butanol). Run at temperature 130 celsius, time 5 hour. The product is FC(C(CCOC1=CC=C(C=C1)O)CCCC)(F)F (p-(3trifluoromethylheptyloxy)phenol). The yield is 53.4%. Reaction SMILES: C1(C)C=CC(S(O[CH2:11][CH2:12][CH:13]([C:18]([F:21])([F:20])[F:19])[CH2:14][CH2:15][CH2:16][CH3:17])(=O)=O)=CC=1.[C:23]1([CH:30]=[CH:29][C:27]([OH:28])=[CH:26][CH:25]=1)[OH:24].[OH-].[Na+].Cl>C(O)CCC.O>[F:19][C:18]([F:20])([F:21])[CH:13]([CH2:14][CH2:15][CH2:16][CH3:17])[CH2:12][CH2:11][O:24][C:23]1[CH:30]=[CH:29][C:27]([OH:28])=[CH:26][CH:25]=1 |f:2.3|. Reported procedure: 0.39 g of the above-obtained 3-trifluorometylheptyl p-toluenesulfonate and 0.25 g of hydroquinone were dissolved in 1 ml of butanol. To the solution was added a solution of 0.07 g of sodium hydroxide in 2 ml of butanol, followed by 5 hours of stirring at 130° C. for reaction. Then, water and 1N-hydrochloric acid were added to the reaction solution, followed by extraction with diethyl ether. The ether solution was dried with sodium sulfate, and the solvent was distilled off. The product was then ... The reactants are C1(CC1)N (Cyclopropyl amine), Na, C(#N)C=1C=CC(=C(C(=O)OC)C1)O (Methyl 5-cyano-2-hydroxybenzoate). Run in CS(=O)C (DMSO), O (H2O). Run at temperature 80 celsius. The product is C1(CC1)NC(C1=C(C=CC(=C1)C#N)O)=O (N1-Cyclopropyl-5-cyano-2-hydroxybenzamide). RXN SMILES: [CH:1]1([NH2:4])[CH2:3][CH2:2]1.[C:5]([C:7]1[CH:8]=[CH:9][C:10]([OH:17])=[C:11]([CH:16]=1)[C:12](OC)=[O:13])#[N:6]>CS(C)=O.O>[CH:1]1([NH:4][C:12](=[O:13])[C:11]2[CH:16]=[C:7]([C:5]#[N:6])[CH:8]=[CH:9][C:10]=2[OH:17])[CH2:3][CH2:2]1. Reported procedure: Cyclopropyl amine (14.3 g) and Na (100 mg) were added to a solution of methyl 5-cyano-2-hydroxybenzoate (10.0 g; from step (b) above) in DMSO (40 mL). The reaction mixture was heated at 80° C. in a sealed steel vessel overnight, diluted with H2O, acidified and extracted with EtOAc giving the sub-title compound (11.0 g), after concentration of the organic layer. Reactants: C1=C(C=CC2=CC=CC=C12)OCCCCCCNC1=CC=C(C(=O)OCC)C=C1 (ethyl p-{[6-(2-naphthyloxy)hexyl]amino}benzoate), Cl (hydrochloric acid), [OH-].[K+] (potassium hydroxide), C(C)O (ethanol). Run in O (water). Product: C1=C(C=CC2=CC=CC=C12)OCCCCCCNC1=CC=C(C(=O)O)C=C1 (p-{[6-(2-Naphthyloxy)hexyl]amino}benzoic acid). As a reaction SMILES: [CH:1]1[C:10]2[C:5](=[CH:6][CH:7]=[CH:8][CH:9]=2)[CH:4]=[CH:3][C:2]=1[O:11][CH2:12][CH2:13][CH2:14][CH2:15][CH2:16][CH2:17][NH:18][C:19]1[CH:29]=[CH:28][C:22]([C:23]([O:25]CC)=[O:24])=[CH:21][CH:20]=1.[OH-].[K+].C(O)C.Cl>O>[CH:1]1[C:10]2[C:5](=[CH:6][CH:7]=[CH:8][CH:9]=2)[CH:4]=[CH:3][C:2]=1[O:11][CH2:12][CH2:13][CH2:14][CH2:15][CH2:16][CH2:17][NH:18][C:19]1[CH:29]=[CH:28][C:22]([C:23]([OH:25])=[O:24])=[CH:21][CH:20]=1 |f:1.2|. Procedure: A solution of 4.8 g. of ethyl p-{[6-(2-naphthyloxy)hexyl]amino}benzoate and 4.8 g. of potassium hydroxide in 100 ml. of 95% ethanol is refluxed for 3 hours. The solution is cooled, diluted with water and acidified with concentrated hydrochloric acid. The mixture is filtered and the solid washed with ethanol and water and recrystallized from ether-methylene chloride and acetone to give crystals, m.p. 157°-159° C.